From a dataset of the Open Reaction Database (ORD), a public repository of structured organic reaction records. describe an organic reaction: reactants, conditions, products, and yield The reactants are O=C([O-])[O-], COc1cc(N2CCOCC2)ccc1N, Clc1ncc(Cl)c(Cl)n1, [K+], [K+], C1CCOC1. The product is COc1cc(N2CCOCC2)ccc1Nc1nc(Cl)ncc1Cl. As a reaction SMILES: [C:10](=[O:11])([O-:12])[O-:13].[CH3:16][O:17][c:18]1[c:19]([NH2:30])[cH:20][cH:21][c:22]([N:24]2[CH2:25][CH2:26][O:27][CH2:28][CH2:29]2)[cH:23]1.[Cl:1][c:2]1[n:3][cH:4][c:5]([Cl:9])[c:6]([Cl:8])[n:7]1.[K+:14].[K+:15].[O:31]1[CH2:32][CH2:33][CH2:34][CH2:35]1>>[Cl:1][c:2]1[n:3][cH:4][c:5]([Cl:9])[c:6]([NH:30][c:19]2[c:18]([O:17][CH3:16])[cH:23][c:22]([N:24]3[CH2:25][CH2:26][O:27][CH2:28][CH2:29]3)[cH:21][cH:20]2)[n:7]1. Starting materials: OC=1C(NN=C(C1)CCC1=CC=CC=C1)=O (4-hydroxy-6-(2-phenylethyl)pyridazin-3(2H)-one), C(C1=CC=CC=C1)OC=1N=NC(=CC1OCC1=CC=CC=C1)C#CC=1CCOCC1 (3,4-bis(benzyloxy)-6-[2-(3,6-dihydro-2H-pyran-4-yl)ethynyl]pyridazine), C(C1=CC=CC=C1)OC=1N=NC(=CC1OCC1=CC=CC=C1)C#CC=1CCOCC1 (3,4-bis(benzyloxy)-6-[2-(3,6-dihydro-2H-pyran-4-yl)ethynyl]pyridazine), [H][H] (hydrogen). Run in CO (methanol). Yields the product OC=1C(NN=C(C1)CCC1CCOCC1)=O (4-Hydroxy-6-[2-(oxan-4-yl)ethyl]pyridazin-3(2H)-one). The yield is 16.0%. As a reaction SMILES: OC1C(=O)NN=C(CCC2C=CC=CC=2)C=1.C([O:24][C:25]1[N:26]=[N:27][C:28]([C:39]#[C:40][C:41]2[CH2:42][CH2:43][O:44][CH2:45][CH:46]=2)=[CH:29][C:30]=1[O:31]CC1C=CC=CC=1)C1C=CC=CC=1.[H][H]>CO>[OH:31][C:30]1[C:25](=[O:24])[NH:26][N:27]=[C:28]([CH2:39][CH2:40][CH:41]2[CH2:42][CH2:43][O:44][CH2:45][CH2:46]2)[CH:29]=1. Reported procedure: Prepared in the same way as 4-hydroxy-6-(2-phenylethyl)pyridazin-3(2H)-one (Example 1) from 3,4-bis(benzyloxy)-6-[2-(3,6-dihydro-2H-pyran-4-yl)ethynyl]pyridazine (Intermediate 60) except that the pressure of hydrogen gas was 200 psi at room temperature overnight and the solvent used for the hydrogenation was methanol and the product was purified by column chromatography (silica gel, eluting with 0-5% methanol in dichloromethane to afford the title compound (0.1 g, 16% yield). The reactants are COC(=O)CBr, O=C([O-])[O-], CC(C)(C)OC(=O)NC1CCNCC1, CN(C)C=O, [K+], [K+], O. Yields the product COC(=O)CN1CCC(NC(=O)OC(C)(C)C)CC1. RXN SMILES: [Br:21][CH2:22][C:23](=[O:24])[O:25][CH3:26].[C:15](=[O:16])([O-:17])[O-:18].[C:1]([CH3:2])([CH3:3])([CH3:4])[O:5][C:6](=[O:7])[NH:8][CH:9]1[CH2:10][CH2:11][NH:12][CH2:13][CH2:14]1.[CH3:28][N:29]([CH3:30])[CH:31]=[O:32].[K+:19].[K+:20].[OH2:27]>>[C:1]([CH3:2])([CH3:3])([CH3:4])[O:5][C:6](=[O:7])[NH:8][CH:9]1[CH2:10][CH2:11][N:12]([CH2:22][C:23](=[O:24])[O:25][CH3:26])[CH2:13][CH2:14]1.